From a dataset of the Open Reaction Database (ORD), a public repository of structured organic reaction records. describe an organic reaction: reactants, conditions, products, and yield The reactants are COc1ccc(C(=O)c2cc(Br)ccc2Cl)cc1, CC[SiH](CC)CC, CC#N, ClCCl, [K+], [OH-], O. Product: COc1ccc(Cc2cc(Br)ccc2Cl)cc1. As a reaction SMILES: [Br:1][c:2]1[cH:3][cH:4][c:5]([Cl:18])[c:6]([C:8](=[O:9])[c:10]2[cH:11][cH:12][c:13]([O:16][CH3:17])[cH:14][cH:15]2)[cH:7]1.[CH2:19]([SiH:20]([CH2:21][CH3:22])[CH2:23][CH3:24])[CH3:25].[CH3:31][C:32]#[N:33].[Cl:28][CH2:29][Cl:30].[K+:27].[OH-:26].[OH2:34]>>[Br:1][c:2]1[cH:3][cH:4][c:5]([Cl:18])[c:6]([CH2:8][c:10]2[cH:11][cH:12][c:13]([O:16][CH3:17])[cH:14][cH:15]2)[cH:7]1. The reactants are C(C)(C)(C)OC(N(CCOC1=CC=C(C=C1)[N+](=O)[O-])CC)=O (ethyl-[2-(4-nitro-phenoxy)-ethyl]-carbamic acid tert-butyl ester). The reagents and catalysts are [Pd] (palladium-on-carbon). Solvent: C(C)O (ethanol). Yields the product C(C)(C)(C)OC(N(CC)CCOC1=CC=C(C=C1)N)=O ([2-(4-amino-phenoxy)-ethyl]-ethyl-carbamic acid tert-butyl ester). Yield: 113.4%. RXN SMILES: [C:1]([O:5][C:6](=[O:22])[N:7]([CH2:20][CH3:21])[CH2:8][CH2:9][O:10][C:11]1[CH:16]=[CH:15][C:14]([N+:17]([O-])=O)=[CH:13][CH:12]=1)([CH3:4])([CH3:3])[CH3:2]>C(O)C.[Pd]>[C:1]([O:5][C:6](=[O:22])[N:7]([CH2:8][CH2:9][O:10][C:11]1[CH:12]=[CH:13][C:14]([NH2:17])=[CH:15][CH:16]=1)[CH2:20][CH3:21])([CH3:2])([CH3:3])[CH3:4]. Procedure details: A solution of ethyl-[2-(4-nitro-phenoxy)-ethyl]-carbamic acid tert-butyl ester (825 mg, 2.36 mmol) (from step B above) and 150 mg of 10% palladium-on-carbon in ethanol (25 mL) was hydrogenated at 20 psi in a Parr shaker for 1 hour. The mixture was filtered through Celite™ and the solvent was evaporated to give 750 mg (100%) [2-(4-amino-phenoxy)-ethyl]-ethyl-carbamic acid tert-butyl ester. The reactants are COP(=O)(OC)C(C)NC(=O)C(C)NC(=O)C(C)NC(=O)OCc1ccccc1, CO. The product is COP(=O)(OC)C(C)NC(=O)C(C)NC(=O)C(C)N. As a reaction SMILES: [CH2:1]([O:2][C:3](=[O:4])[NH:11][CH:12]([CH3:13])[C:14](=[O:15])[NH:16][CH:17]([CH3:18])[C:19](=[O:20])[NH:21][CH:22]([CH3:23])[P:24]([O:25][CH3:26])([O:27][CH3:28])=[O:29])[c:5]1[cH:6][cH:7][cH:8][cH:9][cH:10]1.[CH3:30][OH:31]>>[NH2:11][CH:12]([CH3:13])[C:14](=[O:15])[NH:16][CH:17]([CH3:18])[C:19](=[O:20])[NH:21][CH:22]([CH3:23])[P:24]([O:25][CH3:26])([O:27][CH3:28])=[O:29]. Starting materials: NCCc1ccccc1, COc1ccc(-c2sc3c(c2CBr)c(=O)c(-c2cnco2)cn3Cc2ccccc2F)cc1, CN(C)C=O. Product: COc1ccc(-c2sc3c(c2CN(C)Cc2ccccc2)c(=O)c(-c2cnco2)cn3Cc2ccccc2F)cc1. Reaction SMILES: [CH2:34]([c:35]1[cH:36][cH:37][cH:38][cH:39][cH:40]1)[CH2:41][NH2:42].[CH3:1][O:2][c:3]1[cH:4][cH:5][c:6](-[c:9]2[c:10]([CH2:32][Br:33])[c:11]3[c:12]([n:13]([CH2:23][c:24]4[c:25]([F:30])[cH:26][cH:27][cH:28][cH:29]4)[cH:14][c:15](-[c:18]4[cH:19][n:20][cH:21][o:22]4)[c:16]3=[O:17])[s:31]2)[cH:7][cH:8]1.[CH3:43][N:44]([CH3:45])[CH:46]=[O:47]>>[CH3:1][O:2][c:3]1[cH:4][cH:5][c:6](-[c:9]2[c:10]([CH2:32][N:44]([CH2:34][c:35]3[cH:36][cH:37][cH:38][cH:39][cH:40]3)[CH3:43])[c:11]3[c:12]([n:13]([CH2:23][c:24]4[c:25]([F:30])[cH:26][cH:27][cH:28][cH:29]4)[cH:14][c:15](-[c:18]4[cH:19][n:20][cH:21][o:22]4)[c:16]3=[O:17])[s:31]2)[cH:7][cH:8]1.